From a dataset of the Open Reaction Database (ORD), a public repository of structured organic reaction records. describe an organic reaction: reactants, conditions, products, and yield The reactants are BrC1=CC(=C(C(=C1)C)NC=1C(N(C=C(N1)Cl)C(CC)COC)=O)C ((+/−)-3-[(4-Bromo-2,6-dimethylphenyl)amino]-5-chloro-1-[1-(methoxymethyl)propyl]-2(1H)-pyrazinone), C(C)OC(=C)[Sn](CCCC)(CCCC)CCCC (1-ethoxyvinyl tributyl tin). The reagents and catalysts are Cl[Pd]([P](C1=CC=CC=C1)(C2=CC=CC=C2)C3=CC=CC=C3)([P](C4=CC=CC=C4)(C5=CC=CC=C5)C6=CC=CC=C6)Cl (bis(triphenylphosphine)palladium(II) chloride), C=1C=CC(=CC1)[P](C=2C=CC=CC2)(C=3C=CC=CC3)[Pd]([P](C=4C=CC=CC4)(C=5C=CC=CC5)C=6C=CC=CC6)([P](C=7C=CC=CC7)(C=8C=CC=CC8)C=9C=CC=CC9)[P](C=1C=CC=CC1)(C=1C=CC=CC1)C=1C=CC=CC1 (tetrakis(triphenylphosphine)palladium(0)). Solvent: C1(=CC=CC=C1)C (toluene). Product: C(C)(=O)C1=CC(=C(C(=C1)C)NC=1C(N(C=C(N1)Cl)C(CC)COC)=O)C ((+/−)-3-[(4-Acetyl-2,6-dimethylphenyl)amino]-5-chloro-1-[1-(methoxymethyl)propyl]-2(1H)-pyrazinone). Yield: 39.5%. Reaction SMILES: Br[C:2]1[CH:7]=[C:6]([CH3:8])[C:5]([NH:9][C:10]2[C:11](=[O:23])[N:12]([CH:17]([CH2:20][O:21][CH3:22])[CH2:18][CH3:19])[CH:13]=[C:14]([Cl:16])[N:15]=2)=[C:4]([CH3:24])[CH:3]=1.[CH2:25]([O:27]C([Sn](CCCC)(CCCC)CCCC)=C)[CH3:26]>Cl[Pd](Cl)([P](C1C=CC=CC=1)(C1C=CC=CC=1)C1C=CC=CC=1)[P](C1C=CC=CC=1)(C1C=CC=CC=1)C1C=CC=CC=1.C1C=CC([P]([Pd]([P](C2C=CC=CC=2)(C2C=CC=CC=2)C2C=CC=CC=2)([P](C2C=CC=CC=2)(C2C=CC=CC=2)C2C=CC=CC=2)[P](C2C=CC=CC=2)(C2C=CC=CC=2)C2C=CC=CC=2)(C2C=CC=CC=2)C2C=CC=CC=2)=CC=1.C1(C)C=CC=CC=1>[C:25]([C:2]1[CH:7]=[C:6]([CH3:8])[C:5]([NH:9][C:10]2[C:11](=[O:23])[N:12]([CH:17]([CH2:20][O:21][CH3:22])[CH2:18][CH3:19])[CH:13]=[C:14]([Cl:16])[N:15]=2)=[C:4]([CH3:24])[CH:3]=1)(=[O:27])[CH3:26] |^1:45,64,87,89,108,127|. Reported procedure: To the product of Example 15 (250 mg), bis(triphenylphosphine)palladium(II) chloride (11 mg), and tetrakis(triphenylphosphine)palladium(0) (17 mg) in a dry flask under nitrogen was added toluene (1.5 mL) and 1-ethoxyvinyl tributyl tin (260 mg). The reaction was heated at reflux 18 hours, and then concentrated in vacuo. The residue was taken up in ether (15 mL) and saturated aqueous potassium fluoride (15 mL), and filtered. The layers were separated, and the ether layer was stirred with 1N HCl (a... Starting materials: O=c1[nH]c2c(F)cc([N+](=O)[O-])cc2o1, CCI, C1CCC2=NCCCN2CC1, CN(C)C=O. Product: CCn1c(=O)oc2cc([N+](=O)[O-])cc(F)c21. Reaction SMILES: [F:4][c:5]1[cH:6][c:7]([N+:15](=[O:16])[O-:17])[cH:8][c:9]2[c:10]1[nH:11][c:12](=[O:14])[o:13]2.[I:1][CH2:2][CH3:3].[N:18]12[CH2:19][CH2:20][CH2:21][N:22]=[C:23]1[CH2:24][CH2:25][CH2:26][CH2:27][CH2:28]2.[O:29]=[CH:30][N:31]([CH3:32])[CH3:33]>>[CH2:2]([CH3:3])[n:11]1[c:10]2[c:5]([F:4])[cH:6][c:7]([N+:15](=[O:16])[O-:17])[cH:8][c:9]2[o:13][c:12]1=[O:14]. The reactants are CCCOCCN(CC)c1ccc(-c2ccc3c(c2)C=C(C(=O)OC)CCN3C=O)cc1, C1CCOC1, CO, [Na+], [OH-]. Product: CCCOCCN(CC)c1ccc(-c2ccc3c(c2)C=C(C(=O)O)CCN3C=O)cc1. Reaction SMILES: [CH2:1]([CH3:2])[N:3]([CH2:4][CH2:5][O:6][CH2:7][CH2:8][CH3:9])[c:10]1[cH:11][cH:12][c:13](-[c:16]2[cH:17][cH:18][c:19]3[c:20]([cH:32]2)[CH:21]=[C:22]([C:28](=[O:29])[O:30][CH3:31])[CH2:23][CH2:24][N:25]3[CH:26]=[O:27])[cH:14][cH:15]1.[CH2:37]1[O:38][CH2:39][CH2:40][CH2:41]1.[CH3:35][OH:36].[Na+:34].[OH-:33]>>[CH2:1]([CH3:2])[N:3]([CH2:4][CH2:5][O:6][CH2:7][CH2:8][CH3:9])[c:10]1[cH:11][cH:12][c:13](-[c:16]2[cH:17][cH:18][c:19]3[c:20]([cH:32]2)[CH:21]=[C:22]([C:28](=[O:29])[OH:30])[CH2:23][CH2:24][N:25]3[CH:26]=[O:27])[cH:14][cH:15]1. Starting materials: CC(=O)N1CCc2ccc(S(=O)(=O)Cl)cc2C1, C1COCCN1, C1CCOC1, CC(C)NC(C)C, Cl, O=S(=O)(c1ccc2c(c1)CNCC2)N1CCOCC1. Yields the product CC(=O)N1CCc2ccc(S(=O)(=O)N3CCOCC3)cc2C1. Reaction SMILES: [C:7]([CH3:8])(=[O:9])[N:10]1[CH2:11][c:12]2[cH:13][c:14]([S:20](=[O:21])(=[O:22])[Cl:23])[cH:15][cH:16][c:17]2[CH2:18][CH2:19]1.[CH2:1]1[CH2:2][O:3][CH2:4][CH2:5][NH:6]1.[CH2:51]1[O:52][CH2:53][CH2:54][CH2:55]1.[CH:24]([NH:25][CH:26]([CH3:27])[CH3:28])([CH3:29])[CH3:30].[ClH:31].[O:32]1[CH2:33][CH2:34][N:35]([S:36]([c:37]2[cH:38][c:39]3[c:40]([cH:45][cH:46]2)[CH2:41][CH2:42][NH:43][CH2:44]3)(=[O:47])=[O:48])[CH2:49][CH2:50]1>>[CH2:1]1[CH2:2][O:3][CH2:4][CH2:5][N:6]1[S:20]([c:14]1[cH:13][c:12]2[c:17]([cH:16][cH:15]1)[CH2:18][CH2:19][N:10]([C:7]([CH3:8])=[O:9])[CH2:11]2)(=[O:21])=[O:22]. Reactants: CC(=O)[O-], CC(C)=O, [Cl-], [Cl-], [Cl-], Cc1cc(Cc2cc(C(F)(F)F)cc(C(F)(F)F)c2)ccc1[N+](=O)[O-], [NH4+], O, [Ti+3]. Product: Cc1cc(Cc2cc(C(F)(F)F)cc(C(F)(F)F)c2)ccc1N. Reaction SMILES: [CH3:27][C:28](=[O:29])[O-:30].[CH3:31][C:32](=[O:33])[CH3:34].[Cl-:35].[Cl-:36].[Cl-:37].[F:1][C:2]([c:3]1[cH:4][c:5]([CH2:6][c:7]2[cH:8][c:9]([CH3:16])[c:10]([N+:13]([O-:14])=[O:15])[cH:11][cH:12]2)[cH:17][c:18]([C:20]([F:21])([F:22])[F:23])[cH:19]1)([F:24])[F:25].[NH4+:26].[OH2:39].[Ti+3:38]>>[F:1][C:2]([c:3]1[cH:4][c:5]([CH2:6][c:7]2[cH:8][c:9]([CH3:16])[c:10]([NH2:13])[cH:11][cH:12]2)[cH:17][c:18]([C:20]([F:21])([F:22])[F:23])[cH:19]1)([F:24])[F:25]. Starting materials: CC(C)CC1C=C(C(=O)O)C1, C1CCOC1, [Rh]. Yields the product CC(C)CC1CC(C(=O)O)C1. As a reaction SMILES: [CH2:1]([CH:2]([CH3:3])[CH3:4])[CH:5]1[CH:6]=[C:7]([C:9](=[O:10])[OH:11])[CH2:8]1.[O:13]1[CH2:14][CH2:15][CH2:16][CH2:17]1.[Rh:12]>>[CH2:1]([CH:2]([CH3:3])[CH3:4])[CH:5]1[CH2:6][CH:7]([C:9](=[O:10])[OH:11])[CH2:8]1. Starting materials: CCOC(=O)c1ccc(C)c(OCOC)c1, CC(=O)O, CCO, [Na+], [OH-], O. Yields the product COCOc1cc(C(=O)O)ccc1C. As a reaction SMILES: [CH2:1]([CH3:2])[O:3][C:4]([c:5]1[cH:6][c:7]([O:12][CH2:13][O:14][CH3:15])[c:8]([CH3:11])[cH:9][cH:10]1)=[O:16].[CH3:17][C:18](=[O:19])[OH:20].[CH3:21][CH2:22][OH:23].[Na+:26].[OH-:25].[OH2:24]>>[O:3]=[C:4]([c:5]1[cH:6][c:7]([O:12][CH2:13][O:14][CH3:15])[c:8]([CH3:11])[cH:9][cH:10]1)[OH:16].